Task: describe an organic reaction: reactants, conditions, products, and yield. Dataset: the Open Reaction Database (ORD), a public repository of structured organic reaction records Starting materials: [Li+].[BH4-] (LiBH4), COC(C(CC(N1CCCCC1)=O)N1CCN(CCC1=O)C(\C=C\C1=CC(=C(C=C1)Cl)Cl)=O)=O (2-{4-[(E)-3-(3,4-dichloro-phenyl)-acryloyl]-7-oxo-[1,4]diazepan-1-yl}-4-oxo-4-piperidin-1-yl-butyric acid methyl ester), OS(=O)(=O)[O-].[K+] (KHSO4). The solvent is CCO (EtOH). Run at time 48 hour. The product is ClC=1C=C(C=CC1Cl)/C=C/C(=O)N1CCN(C(CC1)=O)C(CC(N1CCCCC1)=O)CO (rac-(1-[(E)-3-(3,4-Dichloro-phenyl)-acryloyl]-4-(1-hydroxymethyl-3-oxo-3-piperidin-1-yl-propyl)-[1,4]diazepan-5-one)). The yield is 97.2%. As a reaction SMILES: C[O:2][C:3](=O)[CH:4]([N:14]1[C:20](=[O:21])[CH2:19][CH2:18][N:17]([C:22](=[O:33])/[CH:23]=[CH:24]/[C:25]2[CH:30]=[CH:29][C:28]([Cl:31])=[C:27]([Cl:32])[CH:26]=2)[CH2:16][CH2:15]1)[CH2:5][C:6](=[O:13])[N:7]1[CH2:12][CH2:11][CH2:10][CH2:9][CH2:8]1.[Li+].[BH4-].OS([O-])(=O)=O.[K+]>CCO>[Cl:32][C:27]1[CH:26]=[C:25](/[CH:24]=[CH:23]/[C:22]([N:17]2[CH2:18][CH2:19][C:20](=[O:21])[N:14]([CH:4]([CH2:3][OH:2])[CH2:5][C:6](=[O:13])[N:7]3[CH2:8][CH2:9][CH2:10][CH2:11][CH2:12]3)[CH2:15][CH2:16]2)=[O:33])[CH:30]=[CH:29][C:28]=1[Cl:31] |f:1.2,3.4|. Reported procedure: A cooled (0° C.) solution of 0.150 g (0.29 mmol) of 2-{4-[(E)-3-(3,4-dichloro-phenyl)-acryloyl]-7-oxo-[1,4]diazepan-1-yl}-4-oxo-4-piperidin-1-yl-butyric acid methyl ester in 3.7 ml of EtOH was treated with 0.013 g (0.59 mmol) of LiBH4 (in 3 portions during 48 h until to the end of the reaction). The mixture was stirred at RT for 48 h, cooled to 0° C. and aqueous 10% KHSO4 solution was slowly added. The mixture was partitioned between aqueous saturated NaHCO3/EtOAc (3×). The organic phases were d... Starting materials: C#CCOc1ccc(OCC2CCCN2C(=O)OC(C)(C)C)cc1, C1CCNC1, Ic1ccccc1, O, Cl[Pd]Cl. Yields the product CC(C)(C)OC(=O)N1CCCC1COc1ccc(OCC#Cc2ccccc2)cc1. Reaction SMILES: [C:1]([CH3:2])([CH3:3])([CH3:4])[O:5][C:6](=[O:7])[N:8]1[CH:9]([CH2:13][O:14][c:15]2[cH:16][cH:17][c:18]([O:21][CH2:22][C:23]#[CH:24])[cH:19][cH:20]2)[CH2:10][CH2:11][CH2:12]1.[CH2:32]1[CH2:33][NH:34][CH2:35][CH2:36]1.[I:25][c:26]1[cH:27][cH:28][cH:29][cH:30][cH:31]1.[OH2:40].[Pd:37]([Cl:38])[Cl:39]>>[C:1]([CH3:2])([CH3:3])([CH3:4])[O:5][C:6](=[O:7])[N:8]1[CH:9]([CH2:13][O:14][c:15]2[cH:16][cH:17][c:18]([O:21][CH2:22][C:23]#[C:24][c:26]3[cH:27][cH:28][cH:29][cH:30][cH:31]3)[cH:19][cH:20]2)[CH2:10][CH2:11][CH2:12]1.